From a dataset of the Open Reaction Database (ORD), a public repository of structured organic reaction records. describe an organic reaction: reactants, conditions, products, and yield Starting materials: CCC(C)(C)N, CC(C)O, N#CN=C(O)Nc1cc(I)cc(N=[N+]=[N-])c1. Yields the product CCC(C)(C)N=C(NC#N)Nc1cc(I)cc(N=[N+]=[N-])c1. RXN SMILES: [C:17]([CH3:18])([CH3:19])([CH2:20][CH3:21])[NH2:22].[CH:23]([OH:24])([CH3:25])[CH3:26].[N:1](=[N+:2]=[N-:3])[c:4]1[cH:5][c:6]([NH:11][C:12]([OH:13])=[N:14][C:15]#[N:16])[cH:7][c:8]([I:10])[cH:9]1>>[N:1](=[N+:2]=[N-:3])[c:4]1[cH:5][c:6]([NH:11][C:12]([NH:14][C:15]#[N:16])=[N:22][C:17]([CH3:18])([CH3:19])[CH2:20][CH3:21])[cH:7][c:8]([I:10])[cH:9]1. Starting materials: Example 1 ( A ), C(C1=CC=CC=C1)N(C(CN1C2=C(N3C(=NN=C3CC1=O)C1=CC=CC=C1)C=C(C(=C2)F)F)=O)C(C)C (N-benzyl-2-(8,9-difluoro-5-oxo-1-phenyl-4,5-dihydro-2,3,6,10b-tetraaza-benzo[e]azulen-6-yl)-N-isopropyl-acetamide), N1C=C(C2=CC=CC=C12)C=O (1H-indole-3-carbaldehyde). Product: C(C1=CC=CC=C1)N(C(CN1C2=C(N3C(=NN=C3C(C1=O)=CC1=CNC3=CC=CC=C13)C1=CC=CC=C1)C=C(C(=C2)F)F)=O)C(C)C (N-benzyl-2-[8,9-difluoro-4-(1H-indol-3-ylmethylene)-5-oxo-1-phenyl-4,5-dihydro-2,3,6,10b-tetraaza-benzo[e]azulen-6-yl]-N-isopropyl-acetamide). The yield is 75.7%. As a reaction SMILES: [CH2:1]([N:8]([CH:35]([CH3:37])[CH3:36])[C:9](=[O:34])[CH2:10][N:11]1[C:20](=[O:21])[CH2:19][C:18]2[N:14]([C:15]([C:22]3[CH:27]=[CH:26][CH:25]=[CH:24][CH:23]=3)=[N:16][N:17]=2)[C:13]2[CH:28]=[C:29]([F:33])[C:30]([F:32])=[CH:31][C:12]1=2)[C:2]1[CH:7]=[CH:6][CH:5]=[CH:4][CH:3]=1.[NH:38]1[C:46]2[C:41](=[CH:42][CH:43]=[CH:44][CH:45]=2)[C:40]([CH:47]=O)=[CH:39]1>>[CH2:1]([N:8]([CH:35]([CH3:37])[CH3:36])[C:9](=[O:34])[CH2:10][N:11]1[C:20](=[O:21])[C:19](=[CH:47][C:40]2[C:41]3[C:46](=[CH:45][CH:44]=[CH:43][CH:42]=3)[NH:38][CH:39]=2)[C:18]2[N:14]([C:15]([C:22]3[CH:27]=[CH:26][CH:25]=[CH:24][CH:23]=3)=[N:16][N:17]=2)[C:13]2[CH:28]=[C:29]([F:33])[C:30]([F:32])=[CH:31][C:12]1=2)[C:2]1[CH:3]=[CH:4][CH:5]=[CH:6][CH:7]=1. Reported procedure: Following the procedure described for Example 1 (A), Step A, N-benzyl-2-(8,9-difluoro-5-oxo-1-phenyl-4,5-dihydro-2,3,6,10b-tetraaza-benzo[e]azulen-6-yl)-N-isopropyl-acetamide (Preparation 9) (200 mg, 0.399 mmol) was condensed over 24 hours with 1H-indole-3-carbaldehyde (70 mg, 0.479 mmol). Purification by medium pressure chromatography eluting with a solvent gradient (CH2Cl2 to 20% acetone in CH2Cl2) provided 190 mg of N-benzyl-2-[8,9-difluoro-4-(1H-indol-3-ylmethylene)-5-oxo-1-phenyl-4,5-dihydr... Reactants: CCOC(=O)C(C)(C)Br, O=C([O-])[O-], [K+], [K+], CN(C)C=O, O, Oc1ccnn1-c1cccc2ccccc12. Product: CCOC(=O)C(C)(C)Oc1ccnn1-c1cccc2ccccc12. RXN SMILES: [Br:17][C:18]([C:19](=[O:20])[O:21][CH2:22][CH3:23])([CH3:24])[CH3:25].[C:26](=[O:27])([O-:28])[O-:29].[K+:30].[K+:31].[O:33]=[CH:34][N:35]([CH3:36])[CH3:37].[OH2:32].[c:1]1(-[n:11]2[n:12][cH:13][cH:14][c:15]2[OH:16])[cH:2][cH:3][cH:4][c:5]2[cH:6][cH:7][cH:8][cH:9][c:10]12>>[c:1]1(-[n:11]2[n:12][cH:13][cH:14][c:15]2[O:16][C:18]([C:19](=[O:20])[O:21][CH2:22][CH3:23])([CH3:24])[CH3:25])[cH:2][cH:3][cH:4][c:5]2[cH:6][cH:7][cH:8][cH:9][c:10]12.